describe an organic reaction: reactants, conditions, products, and yield From a dataset of the Open Reaction Database (ORD), a public repository of structured organic reaction records. Starting materials: CN1CCC=C(C1)C=CC1=CC=C(C=C1)OC (1,2,3,6-tetrahydro-1-methyl-5-p-methoxystyrylpyridine), CN1C(C=CC1=O)=O (N-methylmaleimide). The reagents and catalysts are C1(O)=CC=C(O)C=C1 (hydroquinone). The solvent is C1(=CC=CC=C1)C (toluene). Yields the product COC1=CC=C(C=C1)C1C2C(C3CCN(CC3=C1)C)C(N(C2=O)C)=O (3a,4,6,7,8,9,9a,9b-octahydro-4-(p-methoxyphenyl)-2,7-dimethyl-2H-pyrrolo[3,4-f]-isoquinoline-1,3-dione). The yield is 35.5%. As a reaction SMILES: [CH3:1][N:2]1[CH2:7][C:6]([CH:8]=[CH:9][C:10]2[CH:15]=[CH:14][C:13]([O:16][CH3:17])=[CH:12][CH:11]=2)=[CH:5][CH2:4][CH2:3]1.[CH3:18][N:19]1[C:23](=[O:24])[CH:22]=[CH:21][C:20]1=[O:25]>C1(C=CC(O)=CC=1)O.C1(C)C=CC=CC=1>[CH3:17][O:16][C:13]1[CH:12]=[CH:11][C:10]([CH:9]2[CH:8]=[C:6]3[CH:5]([CH2:4][CH2:3][N:2]([CH3:1])[CH2:7]3)[CH:21]3[C:20](=[O:25])[N:19]([CH3:18])[C:23](=[O:24])[CH:22]23)=[CH:15][CH:14]=1. Procedure: A solution of 15 g (0.065 moles) 1,2,3,6-tetrahydro-1-methyl-5-p-methoxystyrylpyridine (free base), 15 g N-methylmaleimide, 150 ml toluene and 20 mgs hydroquinone is refluxed under nitrogen overnight. The solution is allowed to cool and evaporate. Benzene is added and evaporated twice. Water is added, and the oil is extracted with benzene. The organic layers are evaporated. The residue crystallizes and filtration and washing with ether yields 7.85 g 3a,4,6,7,8,9,9a,9b-octahydro-4-(p-methoxypheny... Starting materials: C(C)(C)(C)C=1C=C2C=NN(C(C2=C(C1)F)=O)C=1C(=C(C=CC1)N1N=C(C(=C1)C#N)NC1=CC=C(C=C1)C(=O)N1CCOCC1)CO (1-(3-(6-tert-Butyl-8-fluoro-1-oxophthalazin-2(1H)-yl)-2-(hydroxymethyl)phenyl)-3-(4-(morpholine-4-carbonyl)phenylamino)-1H-pyrazole-4-carbonitrile), C1CCOC1 (THF), dihydrogen. The solvent is O (water). Conditions: time 1 hour. Product: C(C)(C)(C)C=1C=C2C=NN(C(C2=C(C1)F)=O)C=1C(=C(C=CC1)N1N=C(C(=C1)C(=O)N)NC1=CC=C(C=C1)C(=O)N1CCOCC1)CO (1-[3-(6-tert-butyl-8-fluoro-1-oxo-1H-phthalazin-2-yl)-2-hydroxymethyl-phenyl]-3-[4-(morpholine-4-carbonyl)-phenylamino]-1H-pyrazole-4-carboxylic acid amide). Isolated yield 76.1%. RXN SMILES: [C:1]([C:5]1[CH:6]=[C:7]2[C:12](=[C:13]([F:15])[CH:14]=1)[C:11](=[O:16])[N:10]([C:17]1[C:18]([CH2:45][OH:46])=[C:19]([N:23]3[CH:27]=[C:26]([C:28]#[N:29])[C:25]([NH:30][C:31]4[CH:36]=[CH:35][C:34]([C:37]([N:39]5[CH2:44][CH2:43][O:42][CH2:41][CH2:40]5)=[O:38])=[CH:33][CH:32]=4)=[N:24]3)[CH:20]=[CH:21][CH:22]=1)[N:9]=[CH:8]2)([CH3:4])([CH3:3])[CH3:2].C1C[O:50]CC1>O>[C:1]([C:5]1[CH:6]=[C:7]2[C:12](=[C:13]([F:15])[CH:14]=1)[C:11](=[O:16])[N:10]([C:17]1[C:18]([CH2:45][OH:46])=[C:19]([N:23]3[CH:27]=[C:26]([C:28]([NH2:29])=[O:50])[C:25]([NH:30][C:31]4[CH:36]=[CH:35][C:34]([C:37]([N:39]5[CH2:40][CH2:41][O:42][CH2:43][CH2:44]5)=[O:38])=[CH:33][CH:32]=4)=[N:24]3)[CH:20]=[CH:21][CH:22]=1)[N:9]=[CH:8]2)([CH3:4])([CH3:2])[CH3:3]. Procedure details: 1-(3-(6-tert-Butyl-8-fluoro-1-oxophthalazin-2(1H)-yl)-2-(hydroxymethyl)phenyl)-3-(4-(morpholine-4-carbonyl)phenylamino)-1H-pyrazole-4-carbonitrile (46 mg, 0.074 mmol) was dissolved in 4 mL of THF and 0.5 mL of water. Then dihydrogen tris(dimethylphosphinito)hydroplatinate (3 mg, 0.0069 mmol) was added and the mixture was stirred under fluxing. After 1 hr, TLC indicated complete consumption of the starting material. LC/MS indicated clean desired product formed. The mixture was evaporated and the ... Reactants: COCN1C(N(C(C(=C1)C)=O)CCCCl)=O (1-methoxymethyl-3-(3-chloropropyl)-5-methyl-2,4(1H,3H)-pyrimidinedione), Cl (hydrochloric acid). The solvent is C(C)(C)O (isopropanol). Run at temperature 60 celsius. Yields the product ClCCCN1C(NC=C(C1=O)C)=O (3-(3-chloropropyl)-5-methyl-2,4(1H,3H)-pyrimidinedione). Yield: 58.8%. Reaction SMILES: COC[N:4]1[CH:9]=[C:8]([CH3:10])[C:7](=[O:11])[N:6]([CH2:12][CH2:13][CH2:14][Cl:15])[C:5]1=[O:16].Cl>C(O)(C)C>[Cl:15][CH2:14][CH2:13][CH2:12][N:6]1[C:7](=[O:11])[C:8]([CH3:10])=[CH:9][NH:4][C:5]1=[O:16]. Reported procedure: A mixture of 1-methoxymethyl-3-(3-chloropropyl)-5-methyl-2,4(1H,3H)-pyrimidinedione (40.4 g, 0.16 mol) and isopropanol (200 mL) was heated to 60° C. and added to refluxing concentrated hydrochloric acid (200 mL) at a rate such that the reaction mixture remained at gentle reflux. The mixture was heated 3 hours at reflux and then distilled to remove methanol byproduct. The mixture was heated 4.5 hours at 92° C., cooled to 25° C., poured into water (650 mL), saturated with sodium hydroxide and extr... Starting materials: C(CCCCC)N1C(C=CC1=O)=O (1-hexyl-1H-pyrrole-2,5-dione), CC(C(=NN)C1=CC(=CC=C1)[N+](=O)[O-])C (2-Methyl-1-(3-nitrophenyl)-1-propanone hydrazone). The reagents and catalysts are [O-2].[O-2].[Mn+4] (manganese dioxide). The solvent is O1CCOCC1 (dioxan), O1CCOCC1 (dioxan). Run at time 20 minute. Yields the product C(CCCCC)N1C(C2N=NC(C2C1=O)(C1=CC(=CC=C1)[N+](=O)[O-])C(C)C)=O (5-Hexyl-3-isopropyl-3(3-nitrophenyl)-3a,6a-dihydropyrrolo(3,4-c)pyrazole-4,6(3H,5H)-dione), solid. Isolated yield 67.0%. As a reaction SMILES: [CH3:1][CH:2]([CH3:15])[C:3]([C:6]1[CH:11]=[CH:10][CH:9]=[C:8]([N+:12]([O-:14])=[O:13])[CH:7]=1)=[N:4][NH2:5].[CH2:16]([N:22]1[C:26](=[O:27])[CH:25]=[CH:24][C:23]1=[O:28])[CH2:17][CH2:18][CH2:19][CH2:20][CH3:21]>O1CCOCC1.[O-2].[O-2].[Mn+4]>[CH2:16]([N:22]1[C:23](=[O:28])[CH:24]2[CH:25]([N:5]=[N:4][C:3]2([CH:2]([CH3:15])[CH3:1])[C:6]2[CH:11]=[CH:10][CH:9]=[C:8]([N+:12]([O-:14])=[O:13])[CH:7]=2)[C:26]1=[O:27])[CH2:17][CH2:18][CH2:19][CH2:20][CH3:21] |f:3.4.5|. Procedure: 2-Methyl-1-(3-nitrophenyl)-1-propanone hydrazone (Preparation 57, 0.52 g, 2.5 mmol) was dissolved in dioxan (10 ml) and manganese dioxide (grade CMD-1 from Sumitomo, 5.2 g, 60.0 mmol) was added portionwise and the reaction mixture was stirred at room temperature for 20 minutes. This solution was filtered over a pad of Celite® dropwise, directly into a solution of 1-hexyl-1H-pyrrole-2,5-dione (Preparation 56, 0.54 g, 3.0 mmol) in dioxan (10 ml). The Celite® pad was washed with dioxan (40 ml) to e... Reactants: C(C)(C)(C)OC(N[C@H](COC=1C=NC=C(C1)C1=CC(=CC=C1)N)CC1=CNC2=CC=CC=C12)=O ((1S)-[2-[5-(3-Amino-phenyl)-pyridin-3-yloxy]-1-(1H-indol-3-ylmethyl)-ethyl]-carbamic acid tert-butyl ester), ClC1=NC(=NC=C1)N (4-chloro-2-pyrimidinylamine). The solvent is CCO (EtOH). Run at temperature 80 celsius. Product: C(C)(C)(C)OC(N[C@H](COC=1C=NC=C(C1)C1=CC(=CC=C1)NC1=NC(=NC=C1)N)CC1=CNC2=CC=CC=C12)=O ((1S)-[2-{5-[3-(2-Amino-pyrimidin-4-ylamino)-phenyl]-pyridin-3-yloxy}-1-(1H-indol-3-ylmethyl)-ethyl]-carbamic acid tert-butyl ester). Reaction SMILES: [C:1]([O:5][C:6](=[O:34])[NH:7][C@@H:8]([CH2:24][C:25]1[C:33]2[C:28](=[CH:29][CH:30]=[CH:31][CH:32]=2)[NH:27][CH:26]=1)[CH2:9][O:10][C:11]1[CH:12]=[N:13][CH:14]=[C:15]([C:17]2[CH:22]=[CH:21][CH:20]=[C:19]([NH2:23])[CH:18]=2)[CH:16]=1)([CH3:4])([CH3:3])[CH3:2].Cl[C:36]1[CH:41]=[CH:40][N:39]=[C:38]([NH2:42])[N:37]=1>CCO>[C:1]([O:5][C:6](=[O:34])[NH:7][C@@H:8]([CH2:24][C:25]1[C:33]2[C:28](=[CH:29][CH:30]=[CH:31][CH:32]=2)[NH:27][CH:26]=1)[CH2:9][O:10][C:11]1[CH:12]=[N:13][CH:14]=[C:15]([C:17]2[CH:22]=[CH:21][CH:20]=[C:19]([NH:23][C:36]3[CH:41]=[CH:40][N:39]=[C:38]([NH2:42])[N:37]=3)[CH:18]=2)[CH:16]=1)([CH3:4])([CH3:2])[CH3:3]. Procedure details: A mixture of Example 121A (0.07 g, 0.153 mmol) and 4-chloro-2-pyrimidinylamine (0.021 g, 0.163 mmol) was dissolved in EtOH (1 mL). The mixture was heated to 80° C. overnight then cooled and evaporated. The product was used without further purification. The reactants are CN([SiH](C)C)[Si](C)(C)C, Cc1ccccc1, O=C1CCC(=O)N1, O=C1NS(=O)(=O)c2ccccc21. Yields the product C[Si](C)(C)N1C(=O)CCC1=O. Reaction SMILES: [CH3:1][SiH:2]([CH3:3])[N:8]([Si:4]([CH3:5])([CH3:6])[CH3:7])[CH3:9].[CH3:29][c:30]1[cH:31][cH:32][cH:33][cH:34][cH:35]1.[O:10]=[C:11]1[CH2:12][CH2:13][C:14](=[O:15])[NH:16]1.[O:17]=[C:18]1[c:19]2[c:20]([cH:21][cH:22][cH:23][cH:24]2)[S:25](=[O:26])(=[O:27])[NH:28]1>>[Si:4]([CH3:5])([CH3:6])([CH3:7])[N:16]1[C:11](=[O:10])[CH2:12][CH2:13][C:14]1=[O:15]. The reactants are FC(OC1=CC=C(C(=O)Cl)C=C1)(F)F (4-trifluoromethoxybenzoyl chloride), CC(CCCCCC(C)N)N (2,8-nonanediamine), C([O-])([O-])=O.[K+].[K+] (potassium carbonate). Run in C(CCl)Cl (ethylene dichloride), C(CCl)Cl (ethylene dichloride). Conditions: time 8 hour. The product is CC(CCCCCC(C)NC(C1=CC=C(C=C1)OC(F)(F)F)=O)NC(C1=CC=C(C=C1)OC(F)(F)F)=O (N,N'-(1,7-dimethylheptamethylene)bis(4-trifluoromethoxybenzamide)). As a reaction SMILES: [F:1][C:2]([F:14])([F:13])[O:3][C:4]1[CH:12]=[CH:11][C:7]([C:8](Cl)=[O:9])=[CH:6][CH:5]=1.[CH3:15][CH:16]([NH2:25])[CH2:17][CH2:18][CH2:19][CH2:20][CH2:21][CH:22]([NH2:24])[CH3:23].[C:26](=[O:29])([O-])[O-].[K+].[K+]>C(Cl)CCl>[CH3:23][CH:22]([NH:24][C:26](=[O:29])[C:7]1[CH:6]=[CH:5][C:4]([O:3][C:2]([F:1])([F:13])[F:14])=[CH:12][CH:11]=1)[CH2:21][CH2:20][CH2:19][CH2:18][CH2:17][CH:16]([NH:25][C:8](=[O:9])[C:7]1[CH:11]=[CH:12][C:4]([O:3][C:2]([F:14])([F:13])[F:1])=[CH:5][CH:6]=1)[CH3:15] |f:2.3.4|. Procedure details: A solution containing 12.8 g. of 4-trifluoromethoxybenzoyl chloride in 50 ml. of ethylene dichloride was added dropwise with stirring to a mixture of 4.50 g. of 2,8-nonanediamine, 8.42 g. of potassium carbonate and 100 ml. of ethylene dichloride, the latter mixture being at 10° C. The reaction mixture was stirred while allowing its temperature to rise to room temperature (about 25°-30° C.) and was then stored at 5° C. overnight (about sixteen hours). The precipitated white solid was collected, w... Starting materials: C(C)(C)(C)OC(=O)N1C(=CC=2C1=NC=C(C2)OCCCCl)C(=O)N2CCC(CC2)(F)F (5-(3-chloro-propoxy)-2-(4,4-difluoro-piperidine-1-carbonyl)-pyrrolo[2,3-b]pyridine-1-carboxylic acid tert-butyl ester), FC(C(=O)O)(F)F (trifluoroacetic acid). Solvent: ClCCl (dichloromethane). Run at temperature 0 celsius. The product is ClCCCOC=1C=C2C(=NC1)NC(=C2)C(=O)N2CCC(CC2)(F)F ([5-(3-Chloro-propoxy)-1H-pyrrolo[2,3-b]pyridin-2-yl]-(4,4-difluoro-piperidin-1-yl)-methanone). RXN SMILES: C(OC([N:8]1[C:12]2=[N:13][CH:14]=[C:15]([O:17][CH2:18][CH2:19][CH2:20][Cl:21])[CH:16]=[C:11]2[CH:10]=[C:9]1[C:22]([N:24]1[CH2:29][CH2:28][C:27]([F:31])([F:30])[CH2:26][CH2:25]1)=[O:23])=O)(C)(C)C.FC(F)(F)C(O)=O>ClCCl>[Cl:21][CH2:20][CH2:19][CH2:18][O:17][C:15]1[CH:16]=[C:11]2[CH:10]=[C:9]([C:22]([N:24]3[CH2:25][CH2:26][C:27]([F:31])([F:30])[CH2:28][CH2:29]3)=[O:23])[NH:8][C:12]2=[N:13][CH:14]=1. Procedure details: The solution of 1.3 g (2.8 mmol) 5-(3-chloro-propoxy)-2-(4,4-difluoro-piperidine-1-carbonyl)-pyrrolo[2,3-b]pyridine-1-carboxylic acid tert-butyl ester in 15 ml dichloromethane was cooled down to 0° C., then 4.2 ml (6.3 g, 55.5 mmol) trifluoroacetic acid was added and the cooling bath was removed. After 1.5 hours the solution was cooled again down to 0° C. and 60 ml of an aqueous 1M sodium hydroxide solution was added slowly. The solution was extracted three times with dichloromethane, the combin... Reactants: C(\C=C/CO)O (cis-2-Butene-1,4-diol), [NH4+].[Cl-] (NH4Cl), diol, C(CCCCCC)I (n-heptyliodide). The solvent is CCOCC (ether). Yields the product C(CCCCCC)OC\C=C/CO (4-Heptyloxy-(cis)-2-buten-1-ol). RXN SMILES: [CH2:1]([OH:6])/[CH:2]=[CH:3]\[CH2:4][OH:5].[CH2:7](I)[CH2:8][CH2:9][CH2:10][CH2:11][CH2:12][CH3:13].[NH4+].[Cl-]>CCOCC>[CH2:7]([O:5][CH2:4]/[CH:3]=[CH:2]\[CH2:1][OH:6])[CH2:8][CH2:9][CH2:10][CH2:11][CH2:12][CH3:13] |f:2.3|. Reported procedure: A 50% oil dispersion of NaH (9.4 g) was washed three times with 20 ml of dry THF under argon and the remaining oil-free NaH was suspended in 600 ml of dry THF. cis-2-Butene-1,4-diol (50 ml, 46.7 g, 530 mmole) was then added slowly by syringe to the suspension. After a small amount of diol was added a gelatinous precipitate began to form, most of which went back into solution by the end of the addition. The mixture was allowed to stir for an additional hour and n-heptyliodide (30.4 ml, 42.0 g, 18...